Dataset: the Open Reaction Database (ORD), a public repository of structured organic reaction records. Task: describe an organic reaction: reactants, conditions, products, and yield The reactants are NC1=NNC=2C(N(CCC21)C2=CC=CC=C2)=O (3-amino-5,6-dihydro-6-phenyl-1H-pyrazolo[3,4-c]pyridin-7(4H)-one), C([O-])([O-])=O.[K+].[K+] (potassium carbonate), ClCCC(=O)N1CCN(CC1)CC1=C(C=C(C=C1C)C)C (3-chloro-1-{4-(2,4,6-trimethylbenzyl)piperazin-1-yl}propan-1-one). Yields the product NC1=NN(C=2C(N(CCC21)C2=CC=CC=C2)=O)C(CCN2CCN(CC2)CC2=C(C=C(C=C2C)C)C)=O (3-amino-1-[{4-(2,4,6-trimethylbenzyl)piperazin-1-yl}propanoyl]-6-N-phenyl-4,5,6,7-tetrahydropyrazolo[3,4-c]pyridin-7-one). Reaction SMILES: [NH2:1][C:2]1[C:10]2[CH2:9][CH2:8][N:7]([C:11]3[CH:16]=[CH:15][CH:14]=[CH:13][CH:12]=3)[C:6](=[O:17])[C:5]=2[NH:4][N:3]=1.[C:18](=[O:21])([O-])[O-].[K+].[K+].ClC[CH2:26][C:27]([N:29]1[CH2:34][CH2:33][N:32]([CH2:35][C:36]2[C:41]([CH3:42])=[CH:40][C:39]([CH3:43])=[CH:38][C:37]=2[CH3:44])[CH2:31][CH2:30]1)=O>>[NH2:1][C:2]1[C:10]2[CH2:9][CH2:8][N:7]([C:11]3[CH:16]=[CH:15][CH:14]=[CH:13][CH:12]=3)[C:6](=[O:17])[C:5]=2[N:4]([C:18](=[O:21])[CH2:26][CH2:27][N:29]2[CH2:34][CH2:33][N:32]([CH2:35][C:36]3[C:41]([CH3:42])=[CH:40][C:39]([CH3:43])=[CH:38][C:37]=3[CH3:44])[CH2:31][CH2:30]2)[N:3]=1 |f:1.2.3|. Procedure: A target compound (92.7 mg, 0.185 mmol, 35.3%) was yielded in the same manner as Example 1 by reacting 3-amino-5,6-dihydro-6-phenyl-1H-pyrazolo[3,4-c]pyridin-7(4H)-one (120 mg, 0.525 mmol) with potassium carbonate (108.7 mg, 0.787 mmol) and 3-chloro-1-{4-(2,4,6-trimethylbenzyl)piperazin-1-yl}propan-1-one (178.2 mg, 0.577 mmol). The reactants are Brc1ccc2c(c1)OCO2, [Li]CCCC, CCOCC, [Cl-], O=C(N1CCCCC1)C(F)(F)F, [NH4+]. Yields the product O=C(c1ccc2c(c1)OCO2)C(F)(F)F. As a reaction SMILES: [Br:1][c:2]1[cH:3][c:4]2[c:5]([cH:6][cH:7]1)[O:8][CH2:9][O:10]2.[CH2:11]([Li:12])[CH2:13][CH2:14][CH3:15].[CH2:30]([O:31][CH2:32][CH3:33])[CH3:34].[Cl-:28].[F:16][C:17]([C:18](=[O:19])[N:20]1[CH2:21][CH2:22][CH2:23][CH2:24][CH2:25]1)([F:26])[F:27].[NH4+:29]>>[c:2]1([C:18]([C:17]([F:16])([F:26])[F:27])=[O:19])[cH:3][c:4]2[c:5]([cH:6][cH:7]1)[O:8][CH2:9][O:10]2. Starting materials: CC12CCC3(O)C(CC=C4CC5(CCC43C)OCCO5)C1CCC2=O, C[N+](=O)[O-], NCCN. Yields the product CC12CCC3(O)C(CC=C4CC5(CCC43C)OCCO5)C1CCC2=C[N+](=O)[O-]. As a reaction SMILES: [CH2:1]1[O:2][C:3]2([CH2:4][C:5]3=[CH:6][CH2:7][CH:8]4[CH:9]5[CH2:10][CH2:11][C:12](=[O:23])[C:13]5([CH3:14])[CH2:15][CH2:16][C:17]4([OH:22])[C:18]3([CH3:21])[CH2:19][CH2:20]2)[O:24][CH2:25]1.[N+:30](=[O:31])([O-:32])[CH3:33].[NH2:26][CH2:27][CH2:28][NH2:29]>>[CH2:1]1[O:2][C:3]2([CH2:4][C:5]3=[CH:6][CH2:7][CH:8]4[CH:9]5[CH2:10][CH2:11][C:12](=[CH:33][N+:30](=[O:31])[O-:32])[C:13]5([CH3:14])[CH2:15][CH2:16][C:17]4([OH:22])[C:18]3([CH3:21])[CH2:19][CH2:20]2)[O:24][CH2:25]1. Starting materials: [BH4-].[Na+] (sodium borohydride), C[Si](OC1=CC2=C(OCC3=C(C2=O)C=CC=C3)C=C1)(C(C)(C)C)C (2-(dimethyl-t-butylsilyloxy)-6,11-dihydrodibenz[b,e]oxepin-11-one), C(Cl)(Cl)Cl (chloroform). Run in CO (methanol). Run at time 1 hour. Product: C[Si](OC1=CC2=C(OCC3=C(C2O)C=CC=C3)C=C1)(C(C)(C)C)C (2-(dimethyl-t-butylsilyloxy)-6,11-dihydrodibenz[b,e]oxepin-11-ol). Yield: 81.5%. As a reaction SMILES: [CH3:1][Si:2]([CH3:24])([C:20]([CH3:23])([CH3:22])[CH3:21])[O:3][C:4]1[CH:19]=[CH:18][C:7]2[O:8][CH2:9][C:10]3[CH:17]=[CH:16][CH:15]=[CH:14][C:11]=3[C:12](=[O:13])[C:6]=2[CH:5]=1.[BH4-].[Na+].C(Cl)(Cl)Cl>CO>[CH3:1][Si:2]([CH3:24])([C:20]([CH3:22])([CH3:21])[CH3:23])[O:3][C:4]1[CH:19]=[CH:18][C:7]2[O:8][CH2:9][C:10]3[CH:17]=[CH:16][CH:15]=[CH:14][C:11]=3[CH:12]([OH:13])[C:6]=2[CH:5]=1 |f:1.2|. Procedure details: A solution of 5 g of 2-(dimethyl-t-butylsilyloxy)-6,11-dihydrodibenz[b,e]oxepin-11-one in 50 ml of methanol is cooled to 0° C. After adding 2 g of sodium borohydride and the mixture is stirred for 1 hour, 300 ml of chloroform is added and the mixture is washed with water and a saturated saline solution, followed by drying over magnesium sulfate. The solvent is distilled off under reduced pressure and the residue is subjected to silica-gel chromatography and eluted with toluene to give 4.1 g of 2... The reactants are IC (Iodomethane), ClC1=CC=C(COC2=CC(N(C=C2)C=2C=CC3=C(N(C(=N3)C3C(C3)C(=O)O)C)C2)=O)C=C1 ((1RS,2SR)-2-(6-(4-((4-chlorobenzyl)oxy)-2-oxopyridin-1(2H)-yl)-1-methyl-1H-benzimidazol-2-yl)cyclopropanecarboxylic acid), C([O-])([O-])=O.[K+].[K+] (potassium carbonate). The solvent is CN(C)C=O (DMF). Conditions: time 1 hour. Yields the product ClC1=CC=C(COC2=CC(N(C=C2)C=2C=CC3=C(N(C(=N3)C3C(C3)C(=O)OC)C)C2)=O)C=C1 (Methyl(1RS,2SR)-2-(6-(4-((4-Chlorobenzyl)oxy)-2-oxopyridin-1(2H)-yl)-1-methyl-1H-benzimidazol-2-yl)cyclopropanecarboxylate). The yield is 49.7%. As a reaction SMILES: IC.[Cl:3][C:4]1[CH:34]=[CH:33][C:7]([CH2:8][O:9][C:10]2[CH:15]=[CH:14][N:13]([C:16]3[CH:17]=[CH:18][C:19]4[N:23]=[C:22]([CH:24]5[CH2:26][CH:25]5[C:27]([OH:29])=[O:28])[N:21]([CH3:30])[C:20]=4[CH:31]=3)[C:12](=[O:32])[CH:11]=2)=[CH:6][CH:5]=1.[C:35](=O)([O-])[O-].[K+].[K+]>CN(C=O)C>[Cl:3][C:4]1[CH:34]=[CH:33][C:7]([CH2:8][O:9][C:10]2[CH:15]=[CH:14][N:13]([C:16]3[CH:17]=[CH:18][C:19]4[N:23]=[C:22]([CH:24]5[CH2:26][CH:25]5[C:27]([O:29][CH3:35])=[O:28])[N:21]([CH3:30])[C:20]=4[CH:31]=3)[C:12](=[O:32])[CH:11]=2)=[CH:6][CH:5]=1 |f:2.3.4|. Procedure details: Iodomethane (0.111 ml) was added to a solution of (1RS,2SR)-2-(6-(4-((4-chlorobenzyl)oxy)-2-oxopyridin-1(2H)-yl)-1-methyl-1H-benzimidazol-2-yl)cyclopropanecarboxylic acid (400 mg) and potassium carbonate (246 mg) in DMF (5 ml) at room temperature. The mixture was stirred at room temperature for 1 h. The mixture was quenched with water at room temperature and extracted with EtOAc. The organic layer was separated, washed with water and brine, dried over MgSO4 and concentrated in vacuo. The residue... Starting materials: ( 22 ), C1=CC=CC=C1 (benzene), ClC(C(=O)Cl)Cl (dichloroacetyl chloride), C1=CC=CC=C1 (benzene), ClC1=CC=C(C=C1)C1OCCN1 (2-p-chlorophenyl oxazolidine). Run in C(C)N(CC)CC (triethylamine). Run at time 30 minute. Product: ClC1=CC=C(C=C1)C1OCCN1C(C(Cl)Cl)=O (2-p-chlorophenyl-3-dichloroacetyl oxazolidine). RXN SMILES: C1C=CC=CC=1.[Cl:7][C:8]1[CH:13]=[CH:12][C:11]([CH:14]2[NH:18][CH2:17][CH2:16][O:15]2)=[CH:10][CH:9]=1.[Cl:19][CH:20]([Cl:24])[C:21](Cl)=[O:22]>C(N(CC)CC)C>[Cl:7][C:8]1[CH:9]=[CH:10][C:11]([CH:14]2[N:18]([C:21](=[O:22])[CH:20]([Cl:24])[Cl:19])[CH2:17][CH2:16][O:15]2)=[CH:12][CH:13]=1. Procedure details: Twenty-two (22) ml. of a benzene solution containing 5.5 g. of 2-p-chlorophenyl oxazolidine was mixed with 25 ml. of benzene and 3.1 g. of triethylamine and stirred at room temperature, while 4.4 g. of dichloroacetyl chloride was added dropwise. The mixture was allowed to stand for about 30 minutes, washed with water, separated, dried over magnesium sulfate and then stripped. There was obtained a yield of 8.4 g. of an oil, the title compound, ND30 =1.5668. The reactants are CN(C=O)C (N,N-Dimethylformamide), C([O-])([O-])=O.[K+].[K+] (potassium carbonate), IC1=NC(=CC=C1OC1=CC=NC2=CC(=C(C=C12)OC)OC)C (4-[(2-Iodo-6-methyl-3-pyridyl)oxy]-6,7-dimethoxyquinoline), IC1=NC(=CC=C1OC1=CC=NC2=CC(=C(C=C12)OC)OC)C (4-[(2-Iodo-6-methyl-3-pyridyl)oxy]-6,7-dimethoxyquinoline), tetrakistriphenylphosphine palladium, C(#N)C=1C=C(C=CC1)B(O)O (3-cyanophenylboronic acid). Run in O (water). Conditions: temperature 70 celsius, time 5 hour. The product is COC=1C=C2C(=CC=NC2=CC1OC)OC=1C(=NC(=CC1)C)C=1C=C(C#N)C=CC1 (3-[3-(6,7-Dimethoxy-quinolin-4-yloxy)-6-methyl-pyridin-2-yl]-benzonitrile). The yield is 91.4%. Reaction SMILES: CN(C)C=O.C(=O)([O-])[O-].[K+].[K+].I[C:13]1[C:18]([O:19][C:20]2[C:29]3[C:24](=[CH:25][C:26]([O:32][CH3:33])=[C:27]([O:30][CH3:31])[CH:28]=3)[N:23]=[CH:22][CH:21]=2)=[CH:17][CH:16]=[C:15]([CH3:34])[N:14]=1.[C:35]([C:37]1[CH:38]=[C:39](B(O)O)[CH:40]=[CH:41][CH:42]=1)#[N:36]>O>[CH3:31][O:30][C:27]1[CH:28]=[C:29]2[C:24](=[CH:25][C:26]=1[O:32][CH3:33])[N:23]=[CH:22][CH:21]=[C:20]2[O:19][C:18]1[C:13]([C:41]2[CH:42]=[C:37]([CH:38]=[CH:39][CH:40]=2)[C:35]#[N:36])=[N:14][C:15]([CH3:34])=[CH:16][CH:17]=1 |f:1.2.3|. Procedure details: N,N-Dimethylformamide (1 ml) and a 2 M aqueous potassium carbonate solution (1 ml) were added to 4-(2-iodo-6-methyl-pyridin-3-yloxy)-6,7-dimethoxy-quinoline (compound 116) (50 mg), tetrakistriphenylphosphine palladium (14 mg) and 3-cyanophenylboronic acid (52 mg) under an argon atmosphere, and the mixture was stirred at 70° C. for 5 hr. The reaction solution was cooled to room temperature, water was then added thereto, and the mixture was extracted with ethyl acetate. The ethyl acetate layer was... Reactants: ClC=1C=C(C=CC1)C#CC=1N=C(N(C1)C=1C=NC=C(C1)F)C (3-[4-(3-chloro-phenylethynyl)-2-methyl-imidazol-1-yl]-5-fluoro-pyridine), Cl.CNC (dimethylamine hydrochloride). Product: ClC=1C=C(C=CC1)C#CC=1N=C(N(C1)C=1C=C(C=NC1)N(C)C)C ({5-[4-(3-Chloro-phenylethynyl)-2-methyl-imidazol-1-yl]-pyridin-3-yl}-dimethyl-amine). Reaction SMILES: [Cl:1][C:2]1[CH:3]=[C:4]([C:8]#[C:9][C:10]2[N:11]=[C:12]([CH3:22])[N:13]([C:15]3[CH:16]=[N:17][CH:18]=[C:19](F)[CH:20]=3)[CH:14]=2)[CH:5]=[CH:6][CH:7]=1.Cl.[CH3:24][NH:25][CH3:26]>>[Cl:1][C:2]1[CH:3]=[C:4]([C:8]#[C:9][C:10]2[N:11]=[C:12]([CH3:22])[N:13]([C:15]3[CH:20]=[C:19]([N:25]([CH3:26])[CH3:24])[CH:18]=[N:17][CH:16]=3)[CH:14]=2)[CH:5]=[CH:6][CH:7]=1 |f:1.2|. Procedure: The title compound, MS: m/e=337.3 (M+), was prepared in accordance with the general method of example 27 from 3-[4-(3-chloro-phenylethynyl)-2-methyl-imidazol-1-yl]-5-fluoro-pyridine and dimethylamine hydrochloride. The reactants are CI, [H-], [Na+], CN(C)C=O, O, Cc1cc(C)c(S(=O)(=O)Nc2ccccc2CSc2nccn2-c2ccccn2)c(C)c1. Product: Cc1cc(C)c(S(=O)(=O)N(C)c2ccccc2CSc2nccn2-c2ccccn2)c(C)c1. As a reaction SMILES: [CH3:35][I:36].[H-:1].[Na+:2].[O:38]=[CH:39][N:40]([CH3:41])[CH3:42].[OH2:37].[n:3]1[c:4](-[n:9]2[c:10]([S:14][CH2:15][c:16]3[c:17]([NH:22][S:23](=[O:24])(=[O:25])[c:26]4[c:27]([CH3:34])[cH:28][c:29]([CH3:33])[cH:30][c:31]4[CH3:32])[cH:18][cH:19][cH:20][cH:21]3)[n:11][cH:12][cH:13]2)[cH:5][cH:6][cH:7][cH:8]1>>[n:3]1[c:4](-[n:9]2[c:10]([S:14][CH2:15][c:16]3[c:17]([N:22]([S:23](=[O:24])(=[O:25])[c:26]4[c:27]([CH3:34])[cH:28][c:29]([CH3:33])[cH:30][c:31]4[CH3:32])[CH3:35])[cH:18][cH:19][cH:20][cH:21]3)[n:11][cH:12][cH:13]2)[cH:5][cH:6][cH:7][cH:8]1. Starting materials: CCCCCCCCCC(=O)N1C(=O)OC(=O)C1C, CN1CCOCC1, COC(=O)C(N)Cc1ccccc1, Cl, C1CCOC1. Yields the product CCCCCCCCCC(=O)NC(C)C(=O)NC(Cc1ccccc1)C(=O)OC. Reaction SMILES: [C:22]([CH2:23][CH2:24][CH2:25][CH2:26][CH2:27][CH2:28][CH2:29][CH2:30][CH3:31])(=[O:32])[N:33]1[CH:37]([CH3:38])[C:36](=[O:34])[O:35][C:39]1=[O:40].[CH3:15][N:16]1[CH2:17][CH2:18][O:19][CH2:20][CH2:21]1.[CH3:2][O:3][C:4]([CH:5]([NH2:6])[CH2:7][c:8]1[cH:9][cH:10][cH:11][cH:12][cH:13]1)=[O:14].[ClH:1].[O:41]1[CH2:42][CH2:43][CH2:44][CH2:45]1>>[CH3:2][O:3][C:4]([CH:5]([NH:6][C:36](=[O:35])[CH:37]([NH:33][C:22]([CH2:23][CH2:24][CH2:25][CH2:26][CH2:27][CH2:28][CH2:29][CH2:30][CH3:31])=[O:32])[CH3:38])[CH2:7][c:8]1[cH:9][cH:10][cH:11][cH:12][cH:13]1)=[O:14].